This data is from the Open Reaction Database (ORD), a public repository of structured organic reaction records. The task is: describe an organic reaction: reactants, conditions, products, and yield The reactants are [OH-].[Na+] (NaOH), C12CCCC(CCC1)B2 (9-borabicyclo[3.3.1]nonane), C(C1=CC=CC=C1)N1[C@H](CN(CC1)CC1=CC=CC=C1)C=C ((S)-1,4-dibenzyl-2-vinyl-piperazine), C1(=CC=CC=C1)P(C1=CC=CC=C1)C1=CC=CC=C1 (triphenylphosphine), IC1=CSC=C1 (3-iodothiophene), Cl (HCl). Reagents/catalysts: [Pd].C1(=CC=CC=C1)P(C1=CC=CC=C1)C1=CC=CC=C1.C1(=CC=CC=C1)P(C1=CC=CC=C1)C1=CC=CC=C1.C1(=CC=CC=C1)P(C1=CC=CC=C1)C1=CC=CC=C1.C1(=CC=CC=C1)P(C1=CC=CC=C1)C1=CC=CC=C1 (tetrakis(triphenylphosphine) palladium(0)). Reaction conditions: time 24 hour. The product is C(C1=CC=CC=C1)N1[C@H](CN(CC1)CC1=CC=CC=C1)CCC1=CSC=C1 ((S)-1,4-Dibenzyl-2-(2-thiophen-3-yl-ethyl)-piperazine). Yield: 92.4%. As a reaction SMILES: C12BC(CCC1)CCC2.[CH2:10]([N:17]1[CH2:22][CH2:21][N:20]([CH2:23][C:24]2[CH:29]=[CH:28][CH:27]=[CH:26][CH:25]=2)[CH2:19][C@@H:18]1[CH:30]=[CH2:31])[C:11]1[CH:16]=[CH:15][CH:14]=[CH:13][CH:12]=1.C1(P(C2C=CC=CC=2)C2C=CC=CC=2)C=CC=CC=1.I[C:52]1[CH:56]=[CH:55][S:54][CH:53]=1.[OH-].[Na+].Cl>[Pd].C1(P(C2C=CC=CC=2)C2C=CC=CC=2)C=CC=CC=1.C1(P(C2C=CC=CC=2)C2C=CC=CC=2)C=CC=CC=1.C1(P(C2C=CC=CC=2)C2C=CC=CC=2)C=CC=CC=1.C1(P(C2C=CC=CC=2)C2C=CC=CC=2)C=CC=CC=1>[CH2:10]([N:17]1[CH2:22][CH2:21][N:20]([CH2:23][C:24]2[CH:29]=[CH:28][CH:27]=[CH:26][CH:25]=2)[CH2:19][C@@H:18]1[CH2:30][CH2:31][C:52]1[CH:56]=[CH:55][S:54][CH:53]=1)[C:11]1[CH:12]=[CH:13][CH:14]=[CH:15][CH:16]=1 |f:4.5,7.8.9.10.11|. Reported procedure: Combine 9-borabicyclo[3.3.1]nonane (54.7 mL, 27.4 mmol, 0.5 M in THF) and (S)-1,4-dibenzyl-2-vinyl-piperazine (2.0 g, 6.84 mmol) and stir at ambient temperature. After 24 h, add triphenylphosphine (574 mg, 2.2 mmol), tetrakis(triphenylphosphine) palladium(0) (316 mg, 0.27 mmol) and 3-iodothiophene (1.93 g, 9.2 mmol). Add 3M NaOH (5.6 mL, 16.8 mmol) slowly, gas evolution occurs. Heat at reflux. After 48 h, cool to ambient temperature, add 5N HCl (12 mL), and stir 1 h. Extract with ethyl acetate a... The reactants are C(C)(C)(C)OC(N[C@H](CC1=CC(=C(C=C1)F)F)[C@@H]1OC1)=O ((1R,2S)-[2-(3,4-difluoro-phenyl)-1-oxiranyl-ethyl]-carbamic acid tert-butyl ester), [O-]S(=O)(=O)C(F)(F)F.[Li+] (lithium triflate), [Cl-].[NH4+] (ammonium chloride), COC=1C=C(CN)C=CC1 (3-methoxybenzylamine). Run in C(C)#N (acetonitrile). Reaction conditions: time 20 minute. Yields the product C(C)(C)(C)OC(N[C@H]([C@@H](CNCC1=CC(=CC=C1)OC)O)CC1=CC(=C(C=C1)F)F)=O ((1S,2R)-[1-(3,4-Difluoro-benzyl)-2-hydroxy-3-(3-methoxy-benzylamino)-propyl]-carbamic acid tert-butyl ester). Reaction SMILES: [C:1]([O:5][C:6](=[O:21])[NH:7][C@@H:8]([C@H:18]1[CH2:20][O:19]1)[CH2:9][C:10]1[CH:15]=[CH:14][C:13]([F:16])=[C:12]([F:17])[CH:11]=1)([CH3:4])([CH3:3])[CH3:2].[O-]S(C(F)(F)F)(=O)=O.[Li+].[CH3:31][O:32][C:33]1[CH:34]=[C:35]([CH:38]=[CH:39][CH:40]=1)[CH2:36][NH2:37].[Cl-].[NH4+]>C(#N)C>[C:1]([O:5][C:6](=[O:21])[NH:7][C@@H:8]([CH2:9][C:10]1[CH:15]=[CH:14][C:13]([F:16])=[C:12]([F:17])[CH:11]=1)[C@H:18]([OH:19])[CH2:20][NH:37][CH2:36][C:35]1[CH:38]=[CH:39][CH:40]=[C:33]([O:32][CH3:31])[CH:34]=1)([CH3:4])([CH3:3])[CH3:2] |f:1.2,4.5|. Procedure: A solution of (1R,2S)-[2-(3,4-difluoro-phenyl)-1-oxiranyl-ethyl]-carbamic acid tert-butyl ester (0.03 g, 0.1 mmol) in acetonitrile (1 mL) was treated with lithium triflate (0.032 g, 0.2 mmol) and stirred at ambient temperature for 20 minutes. Then 3-methoxybenzylamine (0.016 mL, 0.12 mmol) was added to the reaction neat in one portion. The reaction was stirred at ambient temperature for 14 hours. The reaction was poured into saturated ammonium chloride solution (5 mL), extracted with ethyl aceta...